From a dataset of the Open Reaction Database (ORD), a public repository of structured organic reaction records. describe an organic reaction: reactants, conditions, products, and yield Reactants: [OH-].[Na+] (NaOH), NC1=C(C(=O)OC)C=CC=C1NC(=O)C1=NC=CN=C1 (methyl 2-amino-3-(pyrazine-2-carboxamido)benzoate). Run in C1CCOC1 (THF). Reaction conditions: time 4 hour. Yields the product NC1=C(C(=O)O)C=CC=C1NC(=O)C1=NC=CN=C1 (2-amino-3-(pyrazine-2-carboxamido)benzoic acid). Isolated yield 65.9%. RXN SMILES: [OH-].[Na+].[NH2:3][C:4]1[C:13]([NH:14][C:15]([C:17]2[CH:22]=[N:21][CH:20]=[CH:19][N:18]=2)=[O:16])=[CH:12][CH:11]=[CH:10][C:5]=1[C:6]([O:8]C)=[O:7]>C1COCC1>[NH2:3][C:4]1[C:13]([NH:14][C:15]([C:17]2[CH:22]=[N:21][CH:20]=[CH:19][N:18]=2)=[O:16])=[CH:12][CH:11]=[CH:10][C:5]=1[C:6]([OH:8])=[O:7] |f:0.1|. Procedure details: A mixture of aq NaOH (20 mL, 88.2 mmol) and methyl 2-amino-3-(pyrazine-2-carboxamido)benzoate 15 (1.2 g, 4.41 mmol) in THF (20 mL) was stirred at room temperature for 4 h. The volatiles were evaporated and the pH adjusted to 4 using aq HCl. The resulting precipitate was collected by filtration, rinsed with H2O and dried under vacuum to give 16 (750 mg, 66% yield). The reactants are ClC=1C=C(C(=NC1)CN(C1CCNCC1)CC1=NC=CC=C1C(C)C)C ((5-Chloro-3-methyl-pyridin-2-ylmethyl)-(3-isopropyl-pyridin-2-ylmethyl)-piperidin-4-yl-amine), O(C1=CC=CC=C1)C(=O)NO (N-(phenoxycarbonyl)hydroxylamine), resultant solution. Solvent: C1CCOC1 (THF). The product is ONC(=O)N1CCC(CC1)N(CC1=NC=CC=C1C(C)C)CC1=NC=C(C=C1C)Cl (4-[(5-Chloro-3-methyl-pyridin-2-ylmethyl)-(3-isopropyl-pyridin-2-ylmethyl)-amino]-piperidine-1-carboxylic acid hydroxyamide). Isolated yield 78.6%. Reaction SMILES: [Cl:1][C:2]1[CH:3]=[C:4]([CH3:26])[C:5]([CH2:8][N:9]([CH2:16][C:17]2[C:22]([CH:23]([CH3:25])[CH3:24])=[CH:21][CH:20]=[CH:19][N:18]=2)[CH:10]2[CH2:15][CH2:14][NH:13][CH2:12][CH2:11]2)=[N:6][CH:7]=1.[O:27]([C:34]([NH:36][OH:37])=O)C1C=CC=CC=1>C1COCC1>[OH:37][NH:36][C:34]([N:13]1[CH2:12][CH2:11][CH:10]([N:9]([CH2:8][C:5]2[C:4]([CH3:26])=[CH:3][C:2]([Cl:1])=[CH:7][N:6]=2)[CH2:16][C:17]2[C:22]([CH:23]([CH3:24])[CH3:25])=[CH:21][CH:20]=[CH:19][N:18]=2)[CH2:15][CH2:14]1)=[O:27]. Reported procedure: To a solution of (5-Chloro-3-methyl-pyridin-2-ylmethyl)-(3-isopropyl-pyridin-2-ylmethyl)-piperidin-4-yl-amine (0.263 g, 0.71 mmol) in dry THF (7 mL) was added N-(phenoxycarbonyl)hydroxylamine (0.216 g, 1.41 mmol) and the resultant solution was stirred at 60° C. overnight. The mixture was cooled to room temperature and concentrated. Purification of the crude material by column chromatography on silica gel (10:1:1 CH2Cl2-MeOH—NH4OH) provided 241 mg (64%) of COMPOUND 264 as a white solid. 1H NMR (C... Starting materials: O=C([O-])[O-], CCO, CCOC(C)=O, [K+], [K+], CCOC(=O)c1[nH]c2cc(Cl)cc(Cl)c2c1[N+](=O)[O-], O=C=O, O, O, O, Cl[Sn]Cl. RXN SMILES: [C:25](=[O:26])([O-:27])[O-:28].[CH3:34][CH2:35][OH:36].[CH3:38][CH2:39][O:40][C:41](=[O:42])[CH3:43].[K+:29].[K+:30].[N+:1]([O-:2])(=[O:3])[c:4]1[c:5]([C:15](=[O:16])[O:17][CH2:18][CH3:19])[nH:6][c:7]2[cH:8][c:9]([Cl:14])[cH:10][c:11]([Cl:13])[c:12]12.[O:31]=[C:32]=[O:33].[OH2:20].[OH2:21].[OH2:37].[Sn:22]([Cl:23])[Cl:24]>>[NH2:1][c:4]1[c:5]([C:15](=[O:16])[O:17][CH2:18][CH3:19])[nH:6][c:7]2[cH:8][c:9]([Cl:14])[cH:10][c:11]([Cl:13])[c:12]12. The product is CCOC(=O)c1[nH]c2cc(Cl)cc(Cl)c2c1N. The reactants are C(C)C1=CC=C(C=C1)N1C=NC=C1CO ([1-(4-ethylphenyl)-1H-imidazol-5-yl]methanol). The reagents and catalysts are [O-2].[Mn+4].[O-2] (manganese(IV) oxide). Run in ClCCl (dichloromethane). Reaction conditions: time 24 hour. The product is C(C)C1=CC=C(C=C1)N1C=NC=C1C=O (1-(4-ethylphenyl)-1H-imidazole-5-carbaldehyde). Reaction SMILES: [CH2:1]([C:3]1[CH:8]=[CH:7][C:6]([N:9]2[C:13]([CH2:14][OH:15])=[CH:12][N:11]=[CH:10]2)=[CH:5][CH:4]=1)[CH3:2]>ClCCl.[O-2].[Mn+4].[O-2]>[CH2:1]([C:3]1[CH:4]=[CH:5][C:6]([N:9]2[C:13]([CH:14]=[O:15])=[CH:12][N:11]=[CH:10]2)=[CH:7][CH:8]=1)[CH3:2] |f:2.3.4|. Reported procedure: A solution of [1-(4-ethylphenyl)-1H-imidazol-5-yl]methanol (C18) (2.50 g, 12.4 mmol) in dichloromethane (15 mL) was treated with activated manganese(IV) oxide (96%, 11.1 g, 123 mmol), and the mixture was stirred at room temperature for 24 hours. The reaction mixture was then filtered through Celite and the filter pad was washed with dichloromethane. The combined filtrates were dried over magnesium sulfate, filtered, and concentrated in vacuo. Purification was carried out by chromatography on sil... The reactants are OC1=C(C=C(/C=C/C(=O)OCC)C=C1)OC (ethyl (E)-4-hydroxy-3-methoxycinnamate), C(CCC)I (butyl iodide). The product is C(CCC)OC1=C(C=C(/C=C/C(=O)OCC)C=C1)OC (Ethyl (E)-4-butoxy-3-methoxycinnamate). Yield: 83.9%. As a reaction SMILES: [OH:1][C:2]1[CH:14]=[CH:13][C:5](/[CH:6]=[CH:7]/[C:8]([O:10][CH2:11][CH3:12])=[O:9])=[CH:4][C:3]=1[O:15][CH3:16].[CH2:17](I)[CH2:18][CH2:19][CH3:20]>>[CH2:17]([O:1][C:2]1[CH:14]=[CH:13][C:5](/[CH:6]=[CH:7]/[C:8]([O:10][CH2:11][CH3:12])=[O:9])=[CH:4][C:3]=1[O:15][CH3:16])[CH2:18][CH2:19][CH3:20]. Procedure details: Following a procedure similar to that described in Preparation 116, but using 6.66 g of ethyl (E)-4-hydroxy-3-methoxycinnamate and 6.62 g of butyl iodide, 7.00 g of the title compound were obtained as a solid material. Reactants: C(C(=C)C)(=O)Cl (methacrylic chloride), C(C(=C)C)(=O)OCC (ethyl methacrylate), C(C=C)(=O)Cl (acrylic chloride), C(C=C)(=O)OCC (ethyl acrylate). Product: C(C=C)(=O)OC1(C(=O)OC(C1)(C)C)C (2-Acryloyloxy-2,4,4-trimethyl-γ-butyrolactone). RXN SMILES: [C:1]([O:6][CH2:7][CH3:8])(=[O:5])[C:2]([CH3:4])=[CH2:3].[C:9](Cl)(=O)C=C.[C:14]([O:18]CC)(=[O:17])[CH:15]=[CH2:16].C(Cl)(=O)C(C)=C>>[C:14]([O:18][C:2]1([CH3:4])[CH2:3][C:7]([CH3:9])([CH3:8])[O:6][C:1]1=[O:5])(=[O:17])[CH:15]=[CH2:16]. Procedure details: The title compound was prepared in the same manner as in Production Example 10, except that ethyl methacrylate and acrylic chloride were used instead of ethyl acrylate and methacrylic chloride, respectively. The reactants are CS(=O)(=O)Cl (Methanesulphonyl chloride), CN(CC=1OC2=C(C1C)C=C(C=C2)N)CCC2=CC=C(C=C2)NS(=O)(=O)C (N-methyl-N-(3-methyl-5-aminobenzofur-2-ylmethyl)-4-methanesulphonamidophenethylamine). The solvent is N1=CC=CC=C1 (pyridine). Conditions: time 60 hour. Product: CN(CC=1OC2=C(C1C)C=C(C=C2)NS(=O)(=O)C)CCC2=CC=C(C=C2)NS(=O)(=O)C (N-Methyl-N-(3-methyl-5-methanesulphonamidobenzofur-2-ylmethyl)-4-methanesulphonamidophenethylamine). RXN SMILES: [CH3:1][S:2](Cl)(=[O:4])=[O:3].[CH3:6][N:7]([CH2:20][CH2:21][C:22]1[CH:27]=[CH:26][C:25]([NH:28][S:29]([CH3:32])(=[O:31])=[O:30])=[CH:24][CH:23]=1)[CH2:8][C:9]1[O:10][C:11]2[CH:18]=[CH:17][C:16]([NH2:19])=[CH:15][C:12]=2[C:13]=1[CH3:14]>N1C=CC=CC=1>[CH3:6][N:7]([CH2:20][CH2:21][C:22]1[CH:27]=[CH:26][C:25]([NH:28][S:29]([CH3:32])(=[O:30])=[O:31])=[CH:24][CH:23]=1)[CH2:8][C:9]1[O:10][C:11]2[CH:18]=[CH:17][C:16]([NH:19][S:2]([CH3:1])(=[O:4])=[O:3])=[CH:15][C:12]=2[C:13]=1[CH3:14]. Reported procedure: Methanesulphonyl chloride (0.21 g, 1.85 mmole) was added dropwise to a solution of N-methyl-N-(3-methyl-5-aminobenzofur-2-ylmethyl)-4-methanesulphonamidophenethylamine (see Preparation 10B - 0.78 g, 1.68 mmole) in pyridine (7 ml) and the solution was then stirred at room temperature for 60 hours. The solvent was evaporated and the residue triturated with toluene. The toluene was decanted, the residue stirred with aqueous sodium bicarbonate, and the precipitate collected by filtration and recryst... Reactants: C[Al](C)C, CCCCCC, ClCCl, Cl, Fc1c(F)c(F)c(C2CO2)c(F)c1F. The product is CC(CO)c1c(F)c(F)c(F)c(F)c1F. As a reaction SMILES: [CH3:15][Al:16]([CH3:17])[CH3:18].[CH3:23][CH2:24][CH2:25][CH2:26][CH2:27][CH3:28].[Cl:20][CH2:21][Cl:22].[ClH:19].[F:1][c:2]1[c:3]([CH:4]2[CH2:5][O:6]2)[c:7]([F:14])[c:8]([F:13])[c:9]([F:12])[c:10]1[F:11]>>[F:1][c:2]1[c:3]([CH:4]([CH2:5][OH:6])[CH3:15])[c:7]([F:14])[c:8]([F:13])[c:9]([F:12])[c:10]1[F:11].